This data is from the Open Reaction Database (ORD), a public repository of structured organic reaction records. The task is: describe an organic reaction: reactants, conditions, products, and yield Starting materials: CN(C)CCCO (3-(N,N-dimethylamino)-n-propanol), FC(N1C=C(C(C2=CC3=C(C=C12)OCO3)=O)C(=O)OCCN(CC)CC)F (1-Difluoromethyl-6,7-methylenedioxy-1,4-dihydro-4-oxo-3-quinolinecarboxylic acid, N,N-diethylaminoethyl ester). Yields the product FC(N1C=C(C(C2=CC3=C(C=C12)OCO3)=O)C(=O)OCCCN(C)C)F (1-Difluoromethyl-6,7-methylenedioxy-1,4-dihydro-4-oxo-3-quinolinecarboxylic acid, 3-(N,N-dimethylamino)n-propyl ester). RXN SMILES: [CH3:1][N:2]([CH2:4][CH2:5]CO)[CH3:3].[F:8][CH:9]([F:34])[N:10]1[C:19]2[C:14](=[CH:15][C:16]3[O:22][CH2:21][O:20][C:17]=3[CH:18]=2)[C:13](=[O:23])[C:12]([C:24]([O:26][CH2:27]CN(CC)CC)=[O:25])=[CH:11]1>>[F:8][CH:9]([F:34])[N:10]1[C:19]2[C:14](=[CH:15][C:16]3[O:22][CH2:21][O:20][C:17]=3[CH:18]=2)[C:13](=[O:23])[C:12]([C:24]([O:26][CH2:27][CH2:5][CH2:4][N:2]([CH3:3])[CH3:1])=[O:25])=[CH:11]1. Procedure: The product can be obtained by substituting 3-(N,N-dimethylamino)-n-propanol for the 2-(N,N-dimethylamino)ethanol of Example 3. Reactants: FC1=C(C(=O)OC)C=CC(=C1)C1=CC=2N(C=C1)C(=CN2)C(NC2=C(C=CC(=C2)C(NCC2=C(C=CC=C2)N2CCN(CC2)C)=O)F)=O (methyl 2-fluoro-4-(3-(2-fluoro-5-(2-(4-methylpiperazin-1-yl)benzylcarbamoyl)phenylcarbamoyl)imidazo[1,2-a]pyridin-7-yl)benzoate), FCCN (2-fluoroethanamine). The product is FC=1C=C(C=CC1C(NCCF)=O)C1=CC=2N(C=C1)C(=CN2)C(=O)NC2=C(C=CC(=C2)C(NCC2=C(C=CC=C2)N2CCN(CC2)C)=O)F (7-(3-Fluoro-4-(2-fluoroethylcarbamoyl)phenyl)-N-(2-fluoro-5-(2-(4-methylpiperazin-1-yl)benzylcarbamoyl)phenyl)imidazo[1,2-a]pyridine-3-carboxamide). As a reaction SMILES: [F:1][C:2]1[CH:11]=[C:10]([C:12]2[CH:17]=[CH:16][N:15]3[C:18]([C:21](=[O:47])[NH:22][C:23]4[CH:28]=[C:27]([C:29](=[O:45])[NH:30][CH2:31][C:32]5[CH:37]=[CH:36][CH:35]=[CH:34][C:33]=5[N:38]5[CH2:43][CH2:42][N:41]([CH3:44])[CH2:40][CH2:39]5)[CH:26]=[CH:25][C:24]=4[F:46])=[CH:19][N:20]=[C:14]3[CH:13]=2)[CH:9]=[CH:8][C:3]=1[C:4](OC)=[O:5].[F:48][CH2:49][CH2:50][NH2:51]>>[F:1][C:2]1[CH:11]=[C:10]([C:12]2[CH:17]=[CH:16][N:15]3[C:18]([C:21]([NH:22][C:23]4[CH:28]=[C:27]([C:29](=[O:45])[NH:30][CH2:31][C:32]5[CH:37]=[CH:36][CH:35]=[CH:34][C:33]=5[N:38]5[CH2:39][CH2:40][N:41]([CH3:44])[CH2:42][CH2:43]5)[CH:26]=[CH:25][C:24]=4[F:46])=[O:47])=[CH:19][N:20]=[C:14]3[CH:13]=2)[CH:9]=[CH:8][C:3]=1[C:4](=[O:5])[NH:51][CH2:50][CH2:49][F:48]. Procedure details: The title compound was prepared from methyl 2-fluoro-4-(3-(2-fluoro-5-(2-(4-methylpiperazin-1-yl)benzylcarbamoyl)phenylcarbamoyl)imidazo[1,2-a]pyridin-7-yl)benzoate (step) and 2-fluoroethanamine analogously Example 8.1 steps 1 and 2; LC-MS: Rt 0.74 mins; MS m/z 670/671 {M+H}+; Method 2minLC_v003